From a dataset of the Open Reaction Database (ORD), a public repository of structured organic reaction records. describe an organic reaction: reactants, conditions, products, and yield Starting materials: [Li]CCCC, CCCCCC, CSc1ccc(SCl)cc1, CCOP(=O)(OCC)C(C)P(=O)(OCC)OCC, C1CCOC1. The product is CCOP(=O)(OCC)C(C)(Cl)P(=O)(OCC)OCC. As a reaction SMILES: [CH2:25]([Li:26])[CH2:27][CH2:28][CH3:29].[CH3:19][CH2:20][CH2:21][CH2:22][CH2:23][CH3:24].[CH3:30][S:31][c:32]1[cH:33][cH:34][c:35]([S:36][Cl:39])[cH:37][cH:38]1.[CH:1]([CH3:2])([P:3]([O:4][CH2:5][CH3:6])(=[O:7])[O:8][CH2:9][CH3:10])[P:11]([O:12][CH2:13][CH3:14])(=[O:15])[O:16][CH2:17][CH3:18].[O:40]1[CH2:41][CH2:42][CH2:43][CH2:44]1>>[C:1]([CH3:2])([P:3]([O:4][CH2:5][CH3:6])(=[O:7])[O:8][CH2:9][CH3:10])([P:11]([O:12][CH2:13][CH3:14])(=[O:15])[O:16][CH2:17][CH3:18])[Cl:39]. The reactants are CCCOc1c(-c2cccc3sc(C=C(F)C(=O)OCC)cc23)cc(C(C)C)cc1C(C)C, C1CCOC1, CO, [Li+], [OH-]. The product is CCCOc1c(-c2cccc3sc(C=C(F)C(=O)O)cc23)cc(C(C)C)cc1C(C)C. Reaction SMILES: [CH2:1]([CH3:2])[O:3][C:4]([C:5](=[CH:6][c:7]1[cH:8][c:9]2[c:10]([s:11]1)[cH:12][cH:13][cH:14][c:15]2-[c:16]1[c:17]([O:28][CH2:29][CH2:30][CH3:31])[c:18]([CH:25]([CH3:26])[CH3:27])[cH:19][c:20]([CH:22]([CH3:23])[CH3:24])[cH:21]1)[F:32])=[O:33].[CH2:34]1[O:35][CH2:36][CH2:37][CH2:38]1.[CH3:41][OH:42].[Li+:40].[OH-:39]>>[O:3]=[C:4]([C:5](=[CH:6][c:7]1[cH:8][c:9]2[c:10]([s:11]1)[cH:12][cH:13][cH:14][c:15]2-[c:16]1[c:17]([O:28][CH2:29][CH2:30][CH3:31])[c:18]([CH:25]([CH3:26])[CH3:27])[cH:19][c:20]([CH:22]([CH3:23])[CH3:24])[cH:21]1)[F:32])[OH:33].